From a dataset of the Open Reaction Database (ORD), a public repository of structured organic reaction records. describe an organic reaction: reactants, conditions, products, and yield Reactants: amide, FC(C(=O)Cl)(F)F (trifluoroacetyl chloride), FC(C(=O)C1=CC=CC=C1)(F)F (trifluoroacetophenone), [C-]#N.[Na+] (sodium cyanide), COCC (methoxyethane), OO (hydrogen peroxide), FC(C(=O)C1=CC=CC=C1)(F)F (trifluoroacetophenone). Run in C(C)(C)(C)O (t-butanol). Product: C(C1=CC=CC=C1)(=O)O (benzoic acid). Reaction SMILES: C[O:2]CC.OO.FC(F)(F)[C:9]([C:11]1[CH:16]=[CH:15][CH:14]=[CH:13][CH:12]=1)=[O:10].FC(F)(F)C(Cl)=O.[C-]#N.[Na+]>C(O)(C)(C)C>[C:9]([OH:10])(=[O:2])[C:11]1[CH:16]=[CH:15][CH:14]=[CH:13][CH:12]=1 |f:4.5|. Reported procedure: For example, according to J. Org. Chem. 34, 2543 (1969), sodium cyanide is reacted with α,α,α-trifluoroacetophenone in 1,2-dimethoxyethane, then alkylated with dimethyl sulphate, then the nitrile is hydrolysed to give the amide and, finally, the amide is hydrolysed to give the acid. In a variation of this process, instead of the methoxyethane, t-butanol is used and the hydrolyses are carried out using alkaline hydrogen peroxide solution (Tetrahedron 42, 547 (1986)). In both cases, disadvantages ... Starting materials: Cl (HCl), O (water), C(C1=CC=CC=C1)OC1=CC=C(C=C1)NC1=NC=CC(=C1N)C (N2-[4-(benzyloxy)phenyl]-4-methylpyridine-2,3-diamine), N,N′-carbonylimidazol, C1CCOC1 (THF), [OH-].[Na+] (NaOH). Run at time 17 hour. The product is C(C1=CC=CC=C1)OC1=CC=C(C=C1)N1C(NC=2C1=NC=CC2C)=O (3-[4-(benzyloxy)phenyl]-7-methyl-1,3-dihydro-2H-imidazo[4,5-b]pyridin-2-one). RXN SMILES: [CH2:1]([O:8][C:9]1[CH:14]=[CH:13][C:12]([NH:15][C:16]2[C:21]([NH2:22])=[C:20]([CH3:23])[CH:19]=[CH:18][N:17]=2)=[CH:11][CH:10]=1)[C:2]1[CH:7]=[CH:6][CH:5]=[CH:4][CH:3]=1.[OH-].[Na+].Cl.O.C1C[O:31][CH2:30]C1>>[CH2:1]([O:8][C:9]1[CH:14]=[CH:13][C:12]([N:15]2[C:16]3=[N:17][CH:18]=[CH:19][C:20]([CH3:23])=[C:21]3[NH:22][C:30]2=[O:31])=[CH:11][CH:10]=1)[C:2]1[CH:7]=[CH:6][CH:5]=[CH:4][CH:3]=1 |f:1.2|. Reported procedure: To a solution of N2-[4-(benzyloxy)phenyl]-4-methylpyridine-2,3-diamine (91.0 g) in THF (850 mL) was added N,N′-carbonylimidazol (90.8 g) at room temperature. The mixture was stirred at room temperature for 17 h. To the mixture was added 1 N NaOH (300 mL) over 10 min in ice bath, and the mixture was stirred for 15 min. To the mixture was added 1 N HCl (460 mL) under ice cooling, and then the mixture was stirred for 15 min. To the mixture was added water (90 mL) at room temperature, and then the m... Starting materials: CO, Cc1ccccc1, CCOC(=O)N=NC(=O)OCC, C1CCOC1, Cc1c(O)cccc1NC(=O)CC12CC3CC(CC(C3)C1)C2, c1ccc(P(c2ccccc2)c2ccccc2)cc1. The product is COc1cccc(NC(=O)CC23CC4CC(CC(C4)C2)C3)c1C. RXN SMILES: [CH3:35][OH:36].[CH3:56][c:57]1[cH:58][cH:59][cH:60][cH:61][cH:62]1.[O:1]=[C:2]([O:3][CH2:4][CH3:5])[N:6]=[N:7][C:8]([O:9][CH2:10][CH3:11])=[O:12].[O:63]1[CH2:64][CH2:65][CH2:66][CH2:67]1.[OH:13][c:14]1[c:15]([CH3:34])[c:16]([NH:20][C:21]([CH2:22][C:23]23[CH2:24][CH:25]4[CH2:26][CH:27]([CH2:28][CH:29]([CH2:30]2)[CH2:31]4)[CH2:32]3)=[O:33])[cH:17][cH:18][cH:19]1.[c:37]1([P:38]([c:39]2[cH:40][cH:41][cH:42][cH:43][cH:44]2)[c:45]2[cH:46][cH:47][cH:48][cH:49][cH:50]2)[cH:51][cH:52][cH:53][cH:54][cH:55]1>>[CH3:2][O:13][c:14]1[c:15]([CH3:34])[c:16]([NH:20][C:21]([CH2:22][C:23]23[CH2:24][CH:25]4[CH2:26][CH:27]([CH2:28][CH:29]([CH2:30]2)[CH2:31]4)[CH2:32]3)=[O:33])[cH:17][cH:18][cH:19]1. The reactants are CS(=O)(=O)c1ccc(CBr)cc1, CN. The product is CNCc1ccc(S(C)(=O)=O)cc1. RXN SMILES: [Br:1][CH2:2][c:3]1[cH:4][cH:5][c:6]([S:9](=[O:10])(=[O:11])[CH3:12])[cH:7][cH:8]1.[CH3:13][NH2:14]>>[CH2:2]([c:3]1[cH:4][cH:5][c:6]([S:9](=[O:10])(=[O:11])[CH3:12])[cH:7][cH:8]1)[NH:14][CH3:13]. Reactants: O=C(OCc1ccccc1)C1CCCN1, CCOC(=O)NC(C(=O)O)c1ccccc1, CC(C)(C)OC(=O)NC(C(=O)N1CCCC1C(=O)OCc1ccccc1)c1ccccc1, Cl. Product: CCOC(=O)NC(C(=O)N1CCCC1C(=O)OCc1ccccc1)c1ccccc1. Reaction SMILES: [CH2:18]([O:19][C:20](=[O:21])[CH:22]1[CH2:23][CH2:24][CH2:25][NH:26]1)[c:27]1[cH:28][cH:29][cH:30][cH:31][cH:32]1.[CH2:1]([O:2][C:3]([NH:4][CH:5]([c:6]1[cH:7][cH:8][cH:9][cH:10][cH:11]1)[C:12]([OH:13])=[O:14])=[O:15])[CH3:16].[CH2:33]([c:34]1[cH:35][cH:36][cH:37][cH:38][cH:39]1)[O:40][C:41](=[O:42])[CH:43]1[N:44]([C:48]([CH:49]([c:50]2[cH:51][cH:52][cH:53][cH:54][cH:55]2)[NH:56][C:57](=[O:58])[O:59][C:60]([CH3:61])([CH3:62])[CH3:63])=[O:64])[CH2:45][CH2:46][CH2:47]1.[ClH:17]>>[CH2:33]([c:34]1[cH:35][cH:36][cH:37][cH:38][cH:39]1)[O:40][C:41](=[O:42])[CH:43]1[N:44]([C:48]([CH:49]([c:50]2[cH:51][cH:52][cH:53][cH:54][cH:55]2)[NH:56][C:57](=[O:58])[O:59][CH2:60][CH3:61])=[O:64])[CH2:45][CH2:46][CH2:47]1. Product: CCCCCP(=O)(CCCCC)C(C)CC. As a reaction SMILES: [CH:1]([CH3:2])([CH2:3][CH3:4])[P:5]([CH2:6][CH2:7][CH2:8][CH2:9][CH3:10])[CH2:11][CH2:12][CH2:13][CH2:14][CH3:15].[OH:16][OH:17]>>[CH:1]([CH3:2])([CH2:3][CH3:4])[P:5]([CH2:6][CH2:7][CH2:8][CH2:9][CH3:10])([CH2:11][CH2:12][CH2:13][CH2:14][CH3:15])=[O:16]. Starting materials: CCCCCP(CCCCC)C(C)CC, OO. The reactants are C(C=C)OC=1C(C=CC(C1)=O)=O (2-Allyloxy-1,4-benzoquinone), CC1=CC=C(C=C)C=C1 (p-Methylstyrene), C(C)(C)O (isopropanol). Product: C(C=C)C=1C(C=2C=CC3=CC=C(C=C3C2C(C1O)=O)C)=O (2-Allyl-3-hydroxy-6-methyl-1,4-phenanthrenequinone). Reaction SMILES: C([O:4][C:5]1[C:6](=[O:12])[CH:7]=[CH:8][C:9](=[O:11])[CH:10]=1)C=C.[CH3:13][C:14]1[CH:21]=[CH:20][C:17]([CH:18]=[CH2:19])=[CH:16][CH:15]=1.[CH:22](O)([CH3:24])[CH3:23]>>[CH2:24]([C:10]1[C:9](=[O:11])[C:8]2[CH:19]=[CH:18][C:17]3[C:20]([C:7]=2[C:6](=[O:12])[C:5]=1[OH:4])=[CH:21][C:14]([CH3:13])=[CH:15][CH:16]=3)[CH:22]=[CH2:23]. Procedure: 2-Allyloxy-1,4-benzoquinone (6.56 g, 40 mM) and p-Methylstyrene (17.4 g, 0.10 M) were dissolved in 80 ml of isopropanol to give 2.3 g (8.3 mM) of 2-Allyl-3-hydroxy-6-methyl-1,4-phenanthrenequinone in the same manner as in Example 7. The reactants are CC(C)[S-].[Na+] (sodium propane-2-thiolate), CC(C)[S-].[Na+] (Sodium propane-2-thiolate), NC1=NC=C(C#N)C(=C1)F (6-amino-4-fluoronicotinonitrile), NC1=NC=C(C#N)C(=C1)F (6-amino-4-fluoronicotinonitrile). Run in C1CCOC1 (THF). Run at time 16 hour. Product: NC1=NC=C(C#N)C(=C1)SC(C)C (6-amino-4-(isopropylthio)nicotinonitrile). Reaction SMILES: [CH3:1][CH:2]([S-:4])[CH3:3].[Na+].[NH2:6][C:7]1[CH:14]=[C:13](F)[C:10]([C:11]#[N:12])=[CH:9][N:8]=1>C1COCC1>[NH2:6][C:7]1[CH:14]=[C:13]([S:4][CH:2]([CH3:3])[CH3:1])[C:10]([C:11]#[N:12])=[CH:9][N:8]=1 |f:0.1|. Procedure details: Sodium propane-2-thiolate (1.59 g, 15.68 mmol) was added to 6-amino-4-fluoronicotinonitrile (intermediate 21, 2.15 g, 15.68 mmol), in THF (75 ml) and the mixture stirred for 16 h at room temperature. Additional sodium propane-2-thiolate (1.59 g, 15.68 mmol) was added and the reaction stirred at room temperature for a further 4 days, then partitioned between saturated aqueous NaHCO3 solution and EtOAc, the combined organic layers washed with brine, dried over MgSO4 and evaporated. The residue was... Procedure details: A solution of 4-(3-(2-chloro-6-fluorophenyl)-5-oxo-4,5-dihydro-1H-1,2,4-triazol-1-yl)benzonitrile (1.0 g, 0.003 mol) in conc. sulphuric acid (10 mL) was heated to 70° C. for 15 h. The reaction mixture was quenched in ice water. The reaction mass was basified till pH˜6-6.5 with dilute NaOH. The obtained solid was filtered off, washed with water and suck dried to afford 0.300 g of desired product. 1H NMR (300 MHz, DMSO d6): δ 7.36 (br s, 1H), 7.84 (t, 1H), 7.57 (d, 1H), 7.67 (d, 1H), 7.98 (m, 5H),... Reactants: ClC1=C(C(=CC=C1)F)C1=NN(C(N1)=O)C1=CC=C(C#N)C=C1 (4-(3-(2-chloro-6-fluorophenyl)-5-oxo-4,5-dihydro-1H-1,2,4-triazol-1-yl)benzonitrile), S(O)(O)(=O)=O (sulphuric acid). RXN SMILES: [Cl:1][C:2]1[CH:7]=[CH:6][CH:5]=[C:4]([F:8])[C:3]=1[C:9]1[NH:13][C:12](=[O:14])[N:11]([C:15]2[CH:22]=[CH:21][C:18]([C:19]#[N:20])=[CH:17][CH:16]=2)[N:10]=1.S(=O)(=O)(O)[OH:24]>>[Cl:1][C:2]1[CH:7]=[CH:6][CH:5]=[C:4]([F:8])[C:3]=1[C:9]1[NH:13][C:12](=[O:14])[N:11]([C:15]2[CH:22]=[CH:21][C:18]([C:19]([NH2:20])=[O:24])=[CH:17][CH:16]=2)[N:10]=1. Product: ClC1=C(C(=CC=C1)F)C1=NN(C(N1)=O)C1=CC=C(C(=O)N)C=C1 (4-(3-(2-chloro-6-fluorophenyl)-5-oxo-4,5-dihydro-1H-1,2,4-triazol-1-yl)benzamide). As a reaction SMILES: [Cl:1][C:2]1[CH:7]=[CH:6][C:5]([C:8]([CH3:14])([CH3:13])[C:9]([O:11]C)=[O:10])=[CH:4][C:3]=1[F:15].[OH-].[K+]>CCO.O>[Cl:1][C:2]1[CH:7]=[CH:6][C:5]([C:8]([CH3:13])([CH3:14])[C:9]([OH:11])=[O:10])=[CH:4][C:3]=1[F:15] |f:1.2|. Solvent: CCO (EtOH), O (water). Procedure details: A solution of methyl 2-(4-chloro-3-fluorophenyl)-2-methylpropanoate (2.94 g, 12.7 mmol) and KOH (7.15 g, 127 mmol) in EtOH (90 mL) and water (30 mL) was stirred at 150° C. in a sealed vessel for 3 hours. The solution was concentrated in vacuo, diluted with 10% HCl (aq) (150 mL), and extracted with EtOAc (2×100 mL). The combined organic layers were washed with water (2×100 mL) and then with brine (75 mL). The organic layer was dried over MgSO4, concentrated, and dried in vacuo to give 2-(4-chloro... Reactants: ClC1=C(C=C(C=C1)C(C(=O)OC)(C)C)F (methyl 2-(4-chloro-3-fluorophenyl)-2-methylpropanoate), [OH-].[K+] (KOH). Product: ClC1=C(C=C(C=C1)C(C(=O)O)(C)C)F (2-(4-chloro-3-fluorophenyl)-2-methylpropanoic acid). Yield: 95.6%.